From a dataset of the Open Reaction Database (ORD), a public repository of structured organic reaction records. describe an organic reaction: reactants, conditions, products, and yield Starting materials: NC=1N=CC2=C(N1)N=C(C(=C2)C2=C(C=CC=C2Cl)Cl)N (2,7-diamino-6-(2,6-dichlorophenyl)-pyrido[2,3-d]pyrimidine), CN(C)C(OC)OC (DMF dimethyl acetal). Product: ClC1=C(C(=CC=C1)Cl)C1=CC2=C(N=C(N=C2)N=CN(C)C)N=C1N=CN(C)C (N'-[6-(2,6-dichlorophenyl)-7-[(dimethylamino)-methyleneamino]-pyrido[2,3-d]pyrimidin-2-yl]-N,N-dimethylformamidine). RXN SMILES: [NH2:1][C:2]1[N:3]=[CH:4][C:5]2[CH:11]=[C:10]([C:12]3[C:17]([Cl:18])=[CH:16][CH:15]=[CH:14][C:13]=3[Cl:19])[C:9]([NH2:20])=[N:8][C:6]=2[N:7]=1.[CH3:21][N:22]([CH:24](OC)OC)[CH3:23]>>[Cl:19][C:13]1[CH:14]=[CH:15][CH:16]=[C:17]([Cl:18])[C:12]=1[C:10]1[C:9]([N:20]=[CH:21][N:22]([CH3:24])[CH3:23])=[N:8][C:6]2[N:7]=[C:2]([N:1]=[CH:21][N:22]([CH3:24])[CH3:23])[N:3]=[CH:4][C:5]=2[CH:11]=1. Procedure details: 2,7-Diamino-6-(2,6-dichlorophenyl)-pyrido[2,3-d]pyrimidine from Example 1 was reacted with DMF dimethyl acetal for 23 hours as described in Example 78. Workup as described above followed by purification on flash silica gel chromatography eluting sequentially with 100:0, 9:1, 4:1, and 7:3 ethyl acetate:methanol gave an oil that was crystallized from ethyl acetate to afford N'-[6-(2,6-dichlorophenyl)-7-[(dimethylamino)-methyleneamino]-pyrido[2,3-d]pyrimidin-2-yl]-N,N-dimethylformamidine, mp 269°-2... The reactants are COC(=O)c1cccc2[nH]ccc12, CN(C=O)c1ccccc1, O=P(Cl)(Cl)Cl, c1cc2c(ccc3cc[nH]cc32)n1. The product is COC(=O)c1cccc2[nH]cc(C=O)c12. Reaction SMILES: [CH3:14][O:15][C:16](=[O:17])[c:18]1[c:19]2[cH:20][cH:21][nH:22][c:23]2[cH:24][cH:25][cH:26]1.[CH3:27][N:28]([c:29]1[cH:30][cH:31][cH:32][cH:33][cH:34]1)[CH:35]=[O:36].[P:37]([Cl:38])([Cl:39])([Cl:40])=[O:41].[cH:1]1[nH:2][cH:3][cH:4][c:5]2[c:6]1[c:7]1[cH:8][cH:9][n:10][c:11]1[cH:12][cH:13]2>>[CH3:14][O:15][C:16](=[O:17])[c:18]1[c:19]2[c:20]([CH:35]=[O:36])[cH:21][nH:22][c:23]2[cH:24][cH:25][cH:26]1.